Dataset: the Open Reaction Database (ORD), a public repository of structured organic reaction records. Task: describe an organic reaction: reactants, conditions, products, and yield The reactants are BrCC(=O)C1=CC2=CC=CC=C2C=C1 (2-bromo-2'-acetonaphthone), CN1CCCCC1 (methylpiperdine), [I-].[K+] (potassium iodide), C(C)O (ethanol), Cl (hydrochloride). The solvent is C(C)N(CC)CC (triethylamine). Product: Cl.CC1CCN(CC1)CC(=O)C1=CC2=CC=CC=C2C=C1 (2-(4-Methylpiperidinyl)-2'-acetonaphthone hydrochloride). RXN SMILES: Br[CH2:2][C:3]([C:5]1[CH:14]=[CH:13][C:12]2[C:7](=[CH:8][CH:9]=[CH:10][CH:11]=2)[CH:6]=1)=[O:4].C[N:16]1[CH2:21][CH2:20][CH2:19][CH2:18][CH2:17]1.[I-].[K+].[ClH:24].[CH2:25](O)C>C(N(CC)CC)C>[ClH:24].[CH3:25][CH:19]1[CH2:18][CH2:17][N:16]([CH2:2][C:3]([C:5]2[CH:14]=[CH:13][C:12]3[C:7](=[CH:8][CH:9]=[CH:10][CH:11]=3)[CH:6]=2)=[O:4])[CH2:21][CH2:20]1 |f:2.3,7.8|. Procedure: 2.5 g of 2-bromo-2'-acetonaphthone, 1 g of methylpiperdine, 0.1 g of potassium iodide, and 3.1 g of triethylamine were added to 100 ml of ethanol. The mixture was refluxed for 20 min. The solvent was distilled off, and dichloromethane was added to the residue. The mixture was washed with water and dried. The dichloromethane was distilled off, and the residue was purified by column chromatography (silica gel) to prepare an oleaginous and oily intended compound. The compound was converted into a h... Starting materials: ice water, ClC1=CC=CC=2CNS(C21)(=O)=O (7-chloro-2,3-dihydro-1,2-benzisothiazole-1,1-dioxide), CI (methyl iodide), [K] (potassium). Run in CN(C=O)C (dimethylformamide). Run at time 30 minute. Yields the product CN1S(C2=C(C1)C=CC=C2Cl)(=O)=O (2-Methyl-7-chloro-2,3-dihydro-1,2-benzisothiazole-1,1-dioxide). As a reaction SMILES: [Cl:1][C:2]1[C:10]2[S:9](=[O:12])(=[O:11])[NH:8][CH2:7][C:6]=2[CH:5]=[CH:4][CH:3]=1.[K].[CH3:14]I>CN(C)C=O>[CH3:14][N:8]1[CH2:7][C:6]2[CH:5]=[CH:4][CH:3]=[C:2]([Cl:1])[C:10]=2[S:9]1(=[O:12])=[O:11] |^1:12|. Reported procedure: A solution of 16.6 g of 7-chloro-2,3-dihydro-1,2-benzisothiazole-1,1-dioxide in 85 mls of dry dimethylformamide was cooled and treated with 10 g of potassium t-butoxideat such a rate that the temperature remained below 6° C. The resulting suspension was stirred at 5° to 10° C. for 30 minutes, treated with 6.1 mls of methyl iodide at 10° to 15°C. and stirred at room temperature for 16 hours. The mixture was poured into ice water and the resulting solid was filtered, washed with water anddried in ... Reactants: ClCCl, O=S(=O)(CCO)c1ccc(O)cc1, O=S(Cl)Cl, c1ccncc1. Yields the product O=S(=O)(CCCl)c1ccc(O)cc1. RXN SMILES: [Cl:24][CH2:25][Cl:26].[OH:1][CH2:2][CH2:3][S:4](=[O:5])(=[O:6])[c:7]1[cH:8][cH:9][c:10]([OH:13])[cH:11][cH:12]1.[S:20]([Cl:21])([Cl:22])=[O:23].[cH:14]1[cH:15][cH:16][n:17][cH:18][cH:19]1>>[CH2:2]([CH2:3][S:4](=[O:5])(=[O:6])[c:7]1[cH:8][cH:9][c:10]([OH:13])[cH:11][cH:12]1)[Cl:22]. The reactants are O=C([O-])[O-], CC(=O)Oc1ccc2ncnc(Cl)c2c1, Cc1ccccc1, COc1ccc2nc(N)sc2n1, [Cs+], [Cs+], O=C(C=Cc1ccccc1)C=Cc1ccccc1, O=C(C=Cc1ccccc1)C=Cc1ccccc1, O=C(C=Cc1ccccc1)C=Cc1ccccc1, [Pd], [Pd], c1ccc(P(c2ccccc2)c2ccc3ccccc3c2-c2c(P(c3ccccc3)c3ccccc3)ccc3ccccc23)cc1. Product: COc1ccc2nc(Nc3ncnc4ccc(OC(C)=O)cc34)sc2n1. As a reaction SMILES: [C:1](=[O:2])([O-:3])[O-:4].[C:53]([CH3:54])(=[O:55])[O:56][c:57]1[cH:58][c:59]2[c:60]([Cl:67])[n:61][cH:62][n:63][c:64]2[cH:65][cH:66]1.[CH3:136][c:137]1[cH:138][cH:139][cH:140][cH:141][cH:142]1.[CH3:68][O:69][c:70]1[cH:71][cH:72][c:73]2[c:74]([n:75]1)[s:76][c:77]([NH2:79])[n:78]2.[Cs+:5].[Cs+:6].[O:100]=[C:101]([CH:102]=[CH:103][c:104]1[cH:105][cH:106][cH:107][cH:108][cH:109]1)[CH:110]=[CH:111][c:112]1[cH:113][cH:114][cH:115][cH:116][cH:117]1.[O:118]=[C:119]([CH:120]=[CH:121][c:122]1[cH:123][cH:124][cH:125][cH:126][cH:127]1)[CH:128]=[CH:129][c:130]1[cH:131][cH:132][cH:133][cH:134][cH:135]1.[O:82]=[C:83]([CH:84]=[CH:85][c:86]1[cH:87][cH:88][cH:89][cH:90][cH:91]1)[CH:92]=[CH:93][c:94]1[cH:95][cH:96][cH:97][cH:98][cH:99]1.[Pd:80].[Pd:81].[c:7]1(-[c:8]2[c:9]3[c:10]([cH:11][cH:12][cH:13][cH:14]3)[cH:15][cH:16][c:17]2[P:18]([c:19]2[cH:20][cH:21][cH:22][cH:23][cH:24]2)[c:25]2[cH:26][cH:27][cH:28][cH:29][cH:30]2)[c:31]2[c:32]([cH:33][cH:34][cH:35][cH:36]2)[cH:37][cH:38][c:39]1[P:40]([c:41]1[cH:42][cH:43][cH:44][cH:45][cH:46]1)[c:47]1[cH:48][cH:49][cH:50][cH:51][cH:52]1>>[C:53]([CH3:54])(=[O:55])[O:56][c:57]1[cH:58][c:59]2[c:60]([NH:79][c:77]3[s:76][c:74]4[c:73]([cH:72][cH:71][c:70]([O:69][CH3:68])[n:75]4)[n:78]3)[n:61][cH:62][n:63][c:64]2[cH:65][cH:66]1. Reactants: CC1=C(C=CC(=C1)N1C(CCC1)=O)C1=CC=C(C=C1)C(=O)N1CCC=2C=C3C(=CC12)C1(CCNCC1)CO3 (5-[2'-methyl-4'-(2-oxopyrrolidin-1-yl)biphenyl-4-carbonyl]-2,3,6,7-tetrahydrospiro[furo[2,3-f]indole-3,4'-piperidine]), C(C=C)Br (allyl bromide), C(C)O (ethanol). Run in CN(C)C=O (DMF). Product: C(C=C)N1CCC2(CC1)COC1=CC=3CCN(C3C=C12)C(=O)C1=CC=C(C=C1)C1=C(C=C(C=C1)N1C(CCC1)=O)C (1'-Allyl-5-[2'-methyl-4'-(2-oxopyrrolidin-1-yl)biphenyl-4-carbonyl]-2,3,6,7-tetrahydrospiro[furo[2,3-f]indole-3,4'-piperidine]). The yield is 11.0%. RXN SMILES: [CH3:1][C:2]1[CH:7]=[C:6]([N:8]2[CH2:12][CH2:11][CH2:10][C:9]2=[O:13])[CH:5]=[CH:4][C:3]=1[C:14]1[CH:19]=[CH:18][C:17]([C:20]([N:22]2[C:30]3[CH:29]=[C:28]4[C:31]5([CH2:37][O:38][C:27]4=[CH:26][C:25]=3[CH2:24][CH2:23]2)[CH2:36][CH2:35][NH:34][CH2:33][CH2:32]5)=[O:21])=[CH:16][CH:15]=1.[CH2:39](Br)[CH:40]=[CH2:41].C(O)C>CN(C=O)C>[CH2:41]([N:34]1[CH2:35][CH2:36][C:31]2([C:28]3[C:27](=[CH:26][C:25]4[CH2:24][CH2:23][N:22]([C:20]([C:17]5[CH:18]=[CH:19][C:14]([C:3]6[CH:4]=[CH:5][C:6]([N:8]7[CH2:12][CH2:11][CH2:10][C:9]7=[O:13])=[CH:7][C:2]=6[CH3:1])=[CH:15][CH:16]=5)=[O:21])[C:30]=4[CH:29]=3)[O:38][CH2:37]2)[CH2:32][CH2:33]1)[CH:40]=[CH2:39]. Procedure: This was prepared from 5-[2'-methyl-4'-(2-oxopyrrolidin-1-yl)biphenyl-4-carbonyl]-2,3,6,7-tetrahydrospiro[furo[2,3-f]indole-3,4'-piperidine] (E18) and allyl bromide using a similar procedure to Example 19, except that DMF was used as solvent in place of ethanol. This gave the title compound as a white foam (11%) which was converted to its hydrochloride salt, crystallising from acetone as a white solid.